Dataset: the Open Reaction Database (ORD), a public repository of structured organic reaction records. Task: describe an organic reaction: reactants, conditions, products, and yield Reactants: COCC1=NC=C(C(=N1)O)CC(=O)OCC (ethyl 2-methoxymethyl-4-hydroxypyrimidine-5-acetate), P(=O)(Cl)(Cl)Cl (phosphorous oxychloride). The product is C(C)OC(CC=1C(=NC(=NC1)COC)Cl)=O (ethyl-2-methoxymethyl-4-chloropyrimidine-5-acetate). Yield: 78.0%. As a reaction SMILES: [CH3:1][O:2][CH2:3][C:4]1[N:9]=[C:8](O)[C:7]([CH2:11][C:12]([O:14][CH2:15][CH3:16])=[O:13])=[CH:6][N:5]=1.P(Cl)(Cl)([Cl:19])=O>>[CH2:15]([O:14][C:12](=[O:13])[CH2:11][C:7]1[C:8]([Cl:19])=[N:9][C:4]([CH2:3][O:2][CH3:1])=[N:5][CH:6]=1)[CH3:16]. Procedure: A mixture of the product of Step 1, above (0.01 mol) and phosphorous oxychloride (7 ml) was refluxed for 20 minutes. The excess phosphorous oxychloride was removed, the residue was quenched with ice water (15 ml) and the mixture was extracted with ethyl acetate (2×20 ml). The ethyl acetate layer was collected and washed with water (2×10 ml). The organic extract was collected, dried over MgSO4 and the dried portion was evaporated to obtain the title compound as an oil (78% yield). Reactants: C(C)(C)(C)OC(NC(C(=O)N1CCN(CC1)C=1C2=C(N=CN1)C=C(S2)C)CC2=CC=C(C=C2)Cl)=O ({1-(4-chlorobenzyl)-2-[4-(6-methylthieno[3,2-d]pyrimidin-4-yl)-piperazin-1-yl]-2-oxo-ethyl}-carbamic acid tert-butyl ester), Cl (HCl). Run in C(Cl)Cl (DCM), O1CCOCC1 (Dioxane). Run at time 4 hour. The product is Cl.Cl.NC(C(=O)N1CCN(CC1)C=1C2=C(N=CN1)C=C(S2)C)CC2=CC=C(C=C2)Cl (2-Amino-3-(4-chlorophenyl)-1-[4-(6-methylthieno[3,2-d]pyrimidin-4-yl)-piperazin-1-yl]-propan-1-one dihydrochloride). As a reaction SMILES: C(OC(=O)[NH:7][CH:8]([CH2:27][C:28]1[CH:33]=[CH:32][C:31]([Cl:34])=[CH:30][CH:29]=1)[C:9]([N:11]1[CH2:16][CH2:15][N:14]([C:17]2[C:18]3[S:25][C:24]([CH3:26])=[CH:23][C:19]=3[N:20]=[CH:21][N:22]=2)[CH2:13][CH2:12]1)=[O:10])(C)(C)C.[ClH:36]>C(Cl)Cl.O1CCOCC1>[ClH:34].[ClH:36].[NH2:7][CH:8]([CH2:27][C:28]1[CH:29]=[CH:30][C:31]([Cl:34])=[CH:32][CH:33]=1)[C:9]([N:11]1[CH2:16][CH2:15][N:14]([C:17]2[C:18]3[S:25][C:24]([CH3:26])=[CH:23][C:19]=3[N:20]=[CH:21][N:22]=2)[CH2:13][CH2:12]1)=[O:10] |f:4.5.6|. Procedure details: To a solution of {1-(4-chlorobenzyl)-2-[4-(6-methylthieno[3,2-d]pyrimidin-4-yl)-piperazin-1-yl]-2-oxo-ethyl}-carbamic acid tert-butyl ester in DCM (4 mL) was added HCl in Dioxane (4M, 1 mL). The mixture was stirred for 4 hours. The solvent was removed to afford the product 2-Amino-3-(4-chlorophenyl)-1-[4-(6-methylthieno[3,2-d]pyrimidin-4-yl)-piperazin-1-yl]-propan-1-one dihydrochloride quantitatively. MS (ESI+) [M+H]+ 416. Starting materials: [H-].[Na+] (sodium hydride), ClC1=CC(=C(C=C1)O)C (4-Chloro-2-methylphenol), ClC1=NC=C(C=C1)[N+](=O)[O-] (2-chloro-5-nitropyridine). Solvent: O1CCCC1 (tetrahydrofuran). Conditions: temperature 22 celsius, time 30 minute. Yields the product ClC1=CC(=C(OC2=NC=C(C=C2)[N+](=O)[O-])C=C1)C (2-(4-Chloro-2-methyl-phenoxy)-5-nitropyridine). RXN SMILES: [Cl:1][C:2]1[CH:7]=[CH:6][C:5]([OH:8])=[C:4]([CH3:9])[CH:3]=1.[H-].[Na+].Cl[C:13]1[CH:18]=[CH:17][C:16]([N+:19]([O-:21])=[O:20])=[CH:15][N:14]=1>O1CCCC1>[Cl:1][C:2]1[CH:7]=[CH:6][C:5]([O:8][C:13]2[CH:18]=[CH:17][C:16]([N+:19]([O-:21])=[O:20])=[CH:15][N:14]=2)=[C:4]([CH3:9])[CH:3]=1 |f:1.2|. Procedure details: 4-Chloro-2-methylphenol (101 mg, 0.71 mmol) was dissolved in tetrahydrofuran (2.1 mL) and the solution was treated with sodium hydride (60% dispersed in mineral oil, 31 mg, 0.78 mmol). After stirring for 30 minutes at 22° C., 2-chloro-5-nitropyridine (101 mg, 0.64 mmol) was added and the reaction mixture was heated to reflux for 1 hour. The solution was cooled to ambient temperature, quenched with saturated aqueous NH4Cl and concentrated in vacuo. The residue was redissolved in ethyl acetate the... Reactants: OC(C=1N=C2C(=NC1)NC=C2C(C(C)(C)C)=O)C2=C(C=CC=C2)C (1-[2-(Hydroxy-o-tolyl-methyl)-5H-pyrrolo[2,3-b]pyrazin-7-yl]-2,2-dimethyl-propan-1-one), CC(=O)OI1(C=2C=CC=CC2C(=O)O1)(OC(=O)C)OC(=O)C (Dess-Martin periodinane). Product: CC(C(=O)C1=CNC2=NC=C(N=C21)C(C2=C(C=CC=C2)C)=O)(C)C (2,2-Dimethyl-1-[2-(2-methyl-benzoyl)-5H-pyrrolo[2,3-b]pyrazin-7-yl]-propan-1-one). Reaction SMILES: [OH:1][CH:2]([C:18]1[CH:23]=[CH:22][CH:21]=[CH:20][C:19]=1[CH3:24])[C:3]1[N:4]=[C:5]2[C:11]([C:12](=[O:17])[C:13]([CH3:16])([CH3:15])[CH3:14])=[CH:10][NH:9][C:6]2=[N:7][CH:8]=1.CC(OI1(OC(C)=O)(OC(C)=O)OC(=O)C2C=CC=CC1=2)=O>>[CH3:14][C:13]([CH3:16])([CH3:15])[C:12]([C:11]1[C:5]2[C:6](=[N:7][CH:8]=[C:3]([C:2](=[O:1])[C:18]3[CH:23]=[CH:22][CH:21]=[CH:20][C:19]=3[CH3:24])[N:4]=2)[NH:9][CH:10]=1)=[O:17]. Procedure details: 1-[2-(Hydroxy-o-tolyl-methyl)-5H-pyrrolo[2,3-b]pyrazin-7-yl]-2,2-dimethyl-propan-1-one was treated with Dess-Martin periodinane, following general procedures described in these Examples. MP=152-154 C, (M+H)+=322. The reactants are O=C([O-])O, O=C(OCc1ccccc1)N1CCC(O)C1, CCN(CC)S(F)(F)F, ClCCl, [Na+], O. The product is O=C(OCc1ccccc1)N1CCC(F)C1. As a reaction SMILES: [C:27](=[O:28])([OH:29])[O-:30].[CH2:10]([c:11]1[cH:12][cH:13][cH:14][cH:15][cH:16]1)[O:17][C:18](=[O:19])[N:20]1[CH2:21][CH:22]([OH:25])[CH2:23][CH2:24]1.[CH2:1]([N:2]([S:3]([F:4])([F:5])[F:7])[CH2:6][CH3:8])[CH3:9].[Cl:32][CH2:33][Cl:34].[Na+:31].[OH2:26]>>[F:7][CH:22]1[CH2:21][N:20]([C:18]([O:17][CH2:10][c:11]2[cH:12][cH:13][cH:14][cH:15][cH:16]2)=[O:19])[CH2:24][CH2:23]1. The reactants are ( A ), substituted phenol, C(C1=C(C(=CC(=C1)C)CCCCCCCCC)O)C1=C(C(=CC(=C1)C)CCCCCCCCC)O (2,2'-methylenebis(4-methyl-6-nonylphenol)), 70, ( B ), OC1=C(CC2=CC(=CC(=C2O)CC2=C(C(=CC(=C2)C)CCCCCCCCC)O)C)C=C(C=C1CCCCCCCCC)C (2,6-bis(2-hydroxy-3-nonyl-5-methylbenzyl)p-cresol). The product is C(CCCCCCCC)C1=CC=C(C=C1)O (p-nonylphenol). Reaction SMILES: [CH2:1]([C:19]1[CH:24]=[C:23](C)[CH:22]=[C:21](CCCCCCCCC)[C:20]=1O)[C:2]1C=C(C)C=[C:4]([CH2:9][CH2:10][CH2:11][CH2:12][CH2:13]CCCC)[C:3]=1O.[OH:36]C1C(CCCCCCCCC)=CC(C)=CC=1CC1C(O)=C(CC2C=C(C)C=C(CCCCCCCCC)C=2O)C=C(C)C=1>>[CH2:1]([C:19]1[CH:24]=[CH:23][C:22]([OH:36])=[CH:21][CH:20]=1)[CH2:2][CH2:3][CH2:4][CH2:9][CH2:10][CH2:11][CH2:12][CH3:13]. Procedure details: A lubricating oil composition comprising, as essential components, (A) 100 parts by weight of a base oil having a kinematic viscosity at 40° C. of 5 to 500 cSt, a pour point of -30° C. or lower, a cloud point of -20° C. or lower and a viscosity index of 70 or more, and (B) 0.01 to 5 parts by weight of at least one alkyl group-substituted phenol compound having a melting point of 20° C. or lower selected from the group consisting of 2,2'-methylenebis(4-methyl-6-nonylphenol); 2,6-bis(2-hydroxy-3-n... Reactants: C1=CC=CC=C1 (benzene), C(C1=CC=CC=C1)O[C@@H]1C(O)O[C@@H]([C@H]([C@@H]1OCC1=CC=CC=C1)OCC1=CC=CC=C1)COCC1=CC=CC=C1 (2,3,4,6-tetra-O-benzyl-mannopyranose), BrCCOC(C(C)(C)C)=O (2,2-dimethyl-propionic acid-2-bromoethyl ester), fine-powder, [OH-].[K+] (potassium hydroxide). The reagents and catalysts are S(=O)(=O)(O)[O-].C(CCC)[N+](CCCC)(CCCC)CCCC (tetrabutylammonium hydrogen sulfate). Solvent: C(C)OCOCC (diethoxymethane). Run at temperature 0 celsius. Product: C(C1=CC=CC=C1)O[C@@H]1C(OCCO)O[C@@H]([C@H]([C@@H]1OCC1=CC=CC=C1)OCC1=CC=CC=C1)COCC1=CC=CC=C1 (2,3,4,6-Tetra-O-benzyl-1-O-(1-hydroxy-eth-2-yl)-mannopyranose). RXN SMILES: [CH2:1]([O:8][C@H:9]1[C@@H:15]([O:16][CH2:17][C:18]2[CH:23]=[CH:22][CH:21]=[CH:20][CH:19]=2)[C@H:14]([O:24][CH2:25][C:26]2[CH:31]=[CH:30][CH:29]=[CH:28][CH:27]=2)[C@@H:13]([CH2:32][O:33][CH2:34][C:35]2[CH:40]=[CH:39][CH:38]=[CH:37][CH:36]=2)[O:12][CH:10]1[OH:11])[C:2]1[CH:7]=[CH:6][CH:5]=[CH:4][CH:3]=1.[OH-].[K+].Br[CH2:44][CH2:45][O:46]C(=O)C(C)(C)C.C1C=CC=CC=1>S([O-])(O)(=O)=O.C([N+](CCCC)(CCCC)CCCC)CCC.C(OCOCC)C>[CH2:1]([O:8][C@H:9]1[C@@H:15]([O:16][CH2:17][C:18]2[CH:23]=[CH:22][CH:21]=[CH:20][CH:19]=2)[C@H:14]([O:24][CH2:25][C:26]2[CH:27]=[CH:28][CH:29]=[CH:30][CH:31]=2)[C@@H:13]([CH2:32][O:33][CH2:34][C:35]2[CH:36]=[CH:37][CH:38]=[CH:39][CH:40]=2)[O:12][CH:10]1[O:11][CH2:44][CH2:45][OH:46])[C:2]1[CH:3]=[CH:4][CH:5]=[CH:6][CH:7]=1 |f:1.2,5.6|. Reported procedure: A mixture that consists of 54.1 g (100 mmol) of 2,3,4,6-tetra-O-benzyl-mannopyranose, 1.7 g (5 mmol) of tetrabutylammonium hydrogen sulfate and 33.7 g (600 mmol) of fine-powder potassium hydroxide in 350 ml of diethoxymethane is cooled to 0° C. At 0° C., 31.4 g (150 mmol) of 2,2-dimethyl-propionic acid-2-bromoethyl ester is added in drops over 30 minutes while being stirred vigorously. It is stirred for two hours at 0° C. 300 ml of benzene is added, solid is filtered out, and the filtrate is eva... Starting materials: [Br-], CC[Mg+], C1CCOC1, Cc1cc(C=O)on1. The product is CCC(O)c1cc(C)no1. RXN SMILES: [Br-:9].[CH2:10]([CH3:11])[Mg+:12].[CH2:13]1[O:14][CH2:15][CH2:16][CH2:17]1.[CH3:1][c:2]1[n:3][o:4][c:5]([CH:7]=[O:8])[cH:6]1>>[CH3:1][c:2]1[n:3][o:4][c:5]([CH:7]([OH:8])[CH2:10][CH3:11])[cH:6]1. Reactants: C(=O)(O)[O-].[Na+] (NaHCO3), ice, C(C1=CC=CC=C1)N1C[C@@H](CC1)N(C=1N=CC(=NC1)/C=C/C(=O)OCC)C(=O)OC(C)(C)C (ethyl (2E)-3-(5-{[(3R)-1-benzyl-3-pyrrolidinyl](tert-butoxycarbonyl)amino}-2-pyrazinyl)acrylate), C1(=CC=CC=C1)OC (anisole), FC(C(=O)O)(F)F (trifluoroacetic acid). Solvent: CCOC(=O)C (AcOEt), O (water), ClCCl (dichloromethane). Run at temperature 25 celsius, time 3.5 hour. Yields the product C(C1=CC=CC=C1)N1C[C@@H](CC1)NC=1N=CC(=NC1)/C=C/C(=O)OCC (ethyl (2E)-3-(5-{[(3R)-1-benzyl-3-pyrrolidinyl]amino}-2-pyrazinyl)acrylate). As a reaction SMILES: [CH2:1]([N:8]1[CH2:12][CH2:11][C@@H:10]([N:13](C(OC(C)(C)C)=O)[C:14]2[N:15]=[CH:16][C:17](/[CH:20]=[CH:21]/[C:22]([O:24][CH2:25][CH3:26])=[O:23])=[N:18][CH:19]=2)[CH2:9]1)[C:2]1[CH:7]=[CH:6][CH:5]=[CH:4][CH:3]=1.C1(OC)C=CC=CC=1.FC(F)(F)C(O)=O.C([O-])(O)=O.[Na+]>ClCCl.CCOC(C)=O.O>[CH2:1]([N:8]1[CH2:12][CH2:11][C@@H:10]([NH:13][C:14]2[N:15]=[CH:16][C:17](/[CH:20]=[CH:21]/[C:22]([O:24][CH2:25][CH3:26])=[O:23])=[N:18][CH:19]=2)[CH2:9]1)[C:2]1[CH:3]=[CH:4][CH:5]=[CH:6][CH:7]=1 |f:3.4|. Reported procedure: To an ice-cooled solution of ethyl (2E)-3-(5-{[(3R)-1-benzyl-3-pyrrolidinyl](tert-butoxycarbonyl)amino}-2-pyrazinyl)acrylate (4.63 g) in dichloromethane (7.8 ml) were added anisole (4.7 ml) and trifluoroacetic acid (15.6 ml), the mixture was stirred at 25° C. for 3.5 hours. The mixed solution was poured into a mixture of water and AcOEt. The pH of the aqueous layer was adjusted to ca.8 with NaHCO3. The organic layer was separated, washed with brine, dried over sodium sulfate and evaporated under...